Dataset: the Open Reaction Database (ORD), a public repository of structured organic reaction records. Task: describe an organic reaction: reactants, conditions, products, and yield The reactants are CC(C)(C)[Si](C)(C)OC(CBr)c1ccc(OCc2ccccc2)c2[nH]c(=O)ccc12, CS(C)=O, CCOC(C)=O, NCCc1ccc(N)cc1. Yields the product CC(C)(C)[Si](C)(C)OC(CNCCc1ccc(N)cc1)c1ccc(OCc2ccccc2)c2[nH]c(=O)ccc12. As a reaction SMILES: [Br:1][CH2:2][CH:3]([O:4][Si:5]([CH3:6])([CH3:7])[C:8]([CH3:9])([CH3:10])[CH3:11])[c:12]1[c:13]2[cH:14][cH:15][c:16](=[O:30])[nH:17][c:18]2[c:19]([O:22][CH2:23][c:24]2[cH:25][cH:26][cH:27][cH:28][cH:29]2)[cH:20][cH:21]1.[CH3:41][S:42]([CH3:43])=[O:44].[CH3:45][CH2:46][O:47][C:48](=[O:49])[CH3:50].[NH2:31][c:32]1[cH:33][cH:34][c:35]([CH2:38][CH2:39][NH2:40])[cH:36][cH:37]1>>[CH2:2]([CH:3]([O:4][Si:5]([CH3:6])([CH3:7])[C:8]([CH3:9])([CH3:10])[CH3:11])[c:12]1[c:13]2[cH:14][cH:15][c:16](=[O:30])[nH:17][c:18]2[c:19]([O:22][CH2:23][c:24]2[cH:25][cH:26][cH:27][cH:28][cH:29]2)[cH:20][cH:21]1)[NH:40][CH2:39][CH2:38][c:35]1[cH:34][cH:33][c:32]([NH2:31])[cH:37][cH:36]1. The reactants are CC(C)(C)O, OC(CCl)(CCl)c1ccc(C(F)(F)F)cc1F, [H-], [Na+]. The product is Fc1cc(C(F)(F)F)ccc1C1(CCl)CO1. Reaction SMILES: [C:20]([OH:21])([CH3:22])([CH3:23])[CH3:24].[Cl:1][CH2:2][C:3]([CH2:4][Cl:5])([OH:6])[c:7]1[c:8]([F:17])[cH:9][c:10]([C:13]([F:14])([F:15])[F:16])[cH:11][cH:12]1.[H-:18].[Na+:19]>>[Cl:1][CH2:2][C:3]1([c:7]2[c:8]([F:17])[cH:9][c:10]([C:13]([F:14])([F:15])[F:16])[cH:11][cH:12]2)[CH2:4][O:6]1. Reaction SMILES: [CH2:28]([CH3:29])[N:30]([CH2:31][C:32]([CH2:33][OH:34])([CH2:35][CH3:36])[CH2:37][CH3:38])[CH2:39][CH3:40].[CH3:41][c:42]1[cH:43][cH:44][cH:45][cH:46][cH:47]1.[N+:1](=[O:2])([O-:3])[c:4]1[cH:5][cH:6][c:7](-[c:10]2[cH:11][cH:12][c:13]([C:15](=[O:16])[OH:17])[o:14]2)[cH:8][cH:9]1.[S:18]([Cl:19])([Cl:20])=[O:21].[cH:22]1[cH:23][cH:24][cH:25][cH:26][cH:27]1>>[CH2:28]([CH3:29])[N:30]([CH2:31][C:32]([CH2:33][OH:34])([CH2:35][CH3:36])[CH2:37][CH3:38])[CH2:39][CH3:40].[ClH:20].[N+:1](=[O:2])([O-:3])[c:4]1[cH:5][cH:6][c:7](-[c:10]2[cH:11][cH:12][c:13]([C:15](=[O:16])[OH:17])[o:14]2)[cH:8][cH:9]1. Reactants: CCN(CC)CC(CC)(CC)CO, Cc1ccccc1, O=C(O)c1ccc(-c2ccc([N+](=O)[O-])cc2)o1, O=S(Cl)Cl, c1ccccc1. The product is CCN(CC)CC(CC)(CC)CO, Cl, O=C(O)c1ccc(-c2ccc([N+](=O)[O-])cc2)o1. Reactants: ClC1=NCCC1 (2-chloro-1-pyrroline), CC1=C(N)C=CC(=C1)[N+](=O)[O-] (2-methyl-4-nitroaniline). Yield: 51.5%. Reported procedure: A mixture of 2-chloro-1-pyrroline (1.2 mole), prepared as in Example 1, and 91.3 g (0.6 mole) of 2-methyl-4-nitroaniline were heated at reflux in 900 ml of acetonitrile for two hours. The solid obtained by cooling and filtering was combined with that obtained by concentrating the filtrate to dryness, then dissolved in hot water and filtered. The solution was cooled and washed with ethyl acetate, and the aqueous phase was made basic with 4 N sodium hydroxide. The crude product was extracted into ... RXN SMILES: Cl[C:2]1[CH2:6][CH2:5][CH2:4][N:3]=1.[CH3:7][C:8]1[CH:14]=[C:13]([N+:15]([O-:17])=[O:16])[CH:12]=[CH:11][C:9]=1[NH2:10]>C(#N)C>[CH3:7][C:8]1[CH:14]=[C:13]([N+:15]([O-:17])=[O:16])[CH:12]=[CH:11][C:9]=1[NH:10][C:2]1[CH2:6][CH2:5][CH2:4][N:3]=1. Solvent: C(C)#N (acetonitrile). Product: CC1=C(C=CC(=C1)[N+](=O)[O-])NC1=NCCC1 (2-[(2-Methyl-4-nitrophenyl)amino]-1-pyrroline). The reactants are CN[C@H]1CN(CC1)C1=CC=C(C=C1)NC(=O)N1CCC(CC1)C1=CC=C(C=C1)Cl ((R)-4-(4-Chlorophenyl)piperidine-1-carboxylic acid [4-(3-methylamino-pyrrolidin-1-yl)phenyl]amide), CN1CC(CCC1)C(=O)O (1-methylpiperidine-3-carboxylic acid). Product: CN([C@H]1CN(CC1)C1=CC=C(C=C1)NC(=O)N1CCC(CC1)C1=CC=C(C=C1)Cl)C(=O)C1CN(CCC1)C (4-(4-Chlorophenyl)piperidine-1-carboxylic acid (4-{(R)-3-[methyl-(1-methyl-piperidin-3-ylcarbonyl)amino]pyrrolidin-1-yl}phenyl)amide). RXN SMILES: [CH3:1][NH:2][C@@H:3]1[CH2:7][CH2:6][N:5]([C:8]2[CH:13]=[CH:12][C:11]([NH:14][C:15]([N:17]3[CH2:22][CH2:21][CH:20]([C:23]4[CH:28]=[CH:27][C:26]([Cl:29])=[CH:25][CH:24]=4)[CH2:19][CH2:18]3)=[O:16])=[CH:10][CH:9]=2)[CH2:4]1.[CH3:30][N:31]1[CH2:36][CH2:35][CH2:34][CH:33]([C:37](O)=[O:38])[CH2:32]1>>[CH3:1][N:2]([C:37]([CH:33]1[CH2:34][CH2:35][CH2:36][N:31]([CH3:30])[CH2:32]1)=[O:38])[C@@H:3]1[CH2:7][CH2:6][N:5]([C:8]2[CH:9]=[CH:10][C:11]([NH:14][C:15]([N:17]3[CH2:18][CH2:19][CH:20]([C:23]4[CH:24]=[CH:25][C:26]([Cl:29])=[CH:27][CH:28]=4)[CH2:21][CH2:22]3)=[O:16])=[CH:12][CH:13]=2)[CH2:4]1. Procedure: (R)-4-(4-Chlorophenyl)piperidine-1-carboxylic acid [4-(3-methylamino-pyrrolidin-1-yl)phenyl]amide was reacted with 1-methylpiperidine-3-carboxylic acid by method E. This resulted in the product with the molecular weight of 538.14 (C30H40ClN5O2); MS (ESI): 538 (M+H+). Reactants: O[C@H](CN1C(=NC(=C1)C(=O)O)C)C ((S)-1-(2-hydroxypropyl)-2-methyl-1H-imidazole-4-carboxylic acid), N[C@H](CN1N=C(C=C1)C1=CC(=C(C#N)C(=C1)F)Cl)C ((S)-4-(1-(2-aminopropyl)-1H-pyrazol-3-yl)-2-chloro-6-fluorobenzonitrile), CN(C)C=O (DMF). Solvent: C(Cl)Cl (DCM). The product is ClC=1C=C(C=C(C1C#N)F)C1=NN(C=C1)C[C@H](C)NC(=O)C=1N=C(N(C1)C[C@H](C)O)C (N—((S)-1-(3-(3-Chloro-4-cyano-5-fluorophenyl)-1H-pyrazol-1-yl)propan-2-yl)-1-((S)-2-hydroxypropyl)-2-methyl-1H-imidazole-4-carboxamide). The yield is 13.7%. Reaction SMILES: [OH:1][C@@H:2]([CH3:13])[CH2:3][N:4]1[CH:8]=[C:7]([C:9]([OH:11])=O)[N:6]=[C:5]1[CH3:12].[NH2:14][C@@H:15]([CH3:32])[CH2:16][N:17]1[CH:21]=[CH:20][C:19]([C:22]2[CH:29]=[C:28]([F:30])[C:25]([C:26]#[N:27])=[C:24]([Cl:31])[CH:23]=2)=[N:18]1.CN(C=O)C>C(Cl)Cl>[Cl:31][C:24]1[CH:23]=[C:22]([C:19]2[CH:20]=[CH:21][N:17]([CH2:16][C@@H:15]([NH:14][C:9]([C:7]3[N:6]=[C:5]([CH3:12])[N:4]([CH2:3][C@@H:2]([OH:1])[CH3:13])[CH:8]=3)=[O:11])[CH3:32])[N:18]=2)[CH:29]=[C:28]([F:30])[C:25]=1[C:26]#[N:27]. Procedure details: The title compound was prepared using the procedure described in Example 3(h) starting from (S)-1-(2-hydroxypropyl)-2-methyl-1H-imidazole-4-carboxylic acid (0.608 mmol, 112 mg) and (S)-4-(1-(2-aminopropyl)-1H-pyrazol-3-yl)-2-chloro-6-fluorobenzonitrile (0.507 mmol, 141 mg) using DMF (2 ml) as the solvent. After the reaction had stopped, DCM was added and the reaction mixture was evaporated. The residue was purified by flash chromatography. The purified product was dissolved in a mixture of MeOH/... The reactants are [Br-], CCOC(=O)c1cccn2cc(C(OCC)OCC)nc12, [K+]. The product is CCOC(OCC)c1cn2cccc(CO)c2n1. As a reaction SMILES: [Br-:22].[CH2:1]([CH3:2])[O:3][CH:4]([c:5]1[n:6][c:7]2[n:8]([cH:9][cH:10][cH:11][c:12]2[C:13](=[O:14])[O:15][CH2:16][CH3:17])[cH:18]1)[O:19][CH2:20][CH3:21].[K+:23]>>[CH2:1]([CH3:2])[O:3][CH:4]([c:5]1[n:6][c:7]2[n:8]([cH:9][cH:10][cH:11][c:12]2[CH2:13][OH:14])[cH:18]1)[O:19][CH2:20][CH3:21].